From a dataset of the Open Reaction Database (ORD), a public repository of structured organic reaction records. describe an organic reaction: reactants, conditions, products, and yield Reactants: C1(=CC=CC=C1)COC1=CC=C(C=C1)C1=C(C2=CC=CC=C2C=C1C(F)(F)F)O (2-{4-[(Phenylmethyl)oxy]phenyl}-3-(trifluoromethyl)-1-naphthalenol), FC1=CC=C(C=O)C=C1 (4-fluorobenzaldehyde), C(=O)([O-])[O-].[Cs+].[Cs+] (Cs2CO3). The solvent is CS(=O)C (DMSO). Yields the product C1(=CC=CC=C1)COC1=CC=C(C=C1)C1=C(C2=CC=CC=C2C=C1C(F)(F)F)OC1=CC=C(C=O)C=C1 (4-{[2-{4-[(Phenylmethyl)oxy]phenyl}-3-(trifluoromethyl)-1-naphthalenyl]oxy}benzaldehyde). The yield is 71.0%. Reaction SMILES: [C:1]1([CH2:7][O:8][C:9]2[CH:14]=[CH:13][C:12]([C:15]3[C:24]([C:25]([F:28])([F:27])[F:26])=[CH:23][C:22]4[C:17](=[CH:18][CH:19]=[CH:20][CH:21]=4)[C:16]=3[OH:29])=[CH:11][CH:10]=2)[CH:6]=[CH:5][CH:4]=[CH:3][CH:2]=1.F[C:31]1[CH:38]=[CH:37][C:34]([CH:35]=[O:36])=[CH:33][CH:32]=1.C([O-])([O-])=O.[Cs+].[Cs+]>CS(C)=O>[C:1]1([CH2:7][O:8][C:9]2[CH:14]=[CH:13][C:12]([C:15]3[C:24]([C:25]([F:27])([F:28])[F:26])=[CH:23][C:22]4[C:17](=[CH:18][CH:19]=[CH:20][CH:21]=4)[C:16]=3[O:29][C:31]3[CH:38]=[CH:37][C:34]([CH:35]=[O:36])=[CH:33][CH:32]=3)=[CH:11][CH:10]=2)[CH:6]=[CH:5][CH:4]=[CH:3][CH:2]=1 |f:2.3.4|. Procedure: 2-{4-[(Phenylmethyl)oxy]phenyl}-3-(trifluoromethyl)-1-naphthalenol (186) (0.25 g, 0.64 mmol) and 4-fluorobenzaldehyde was heated with Cs2CO3 in DMSO at 100° C. for 5 h using microwave synthesizer to give 0.23 g (71%) of the title compound (187) as a light brown viscous oil. 1H NMR (400 MHz, CDCl3): δ 5.01 (s, 2H), 6.67 (d, J=8.6 Hz, 2H), 6.83 (d, J=8.6 Hz, 2H), 7.06 (d, J=8.4 Hz, 2H), 7.30-7.44 (m, 5H), 7.57-7.68 (m, 4H), 7.88 (d, J=8.3 Hz, 1H), 8.04 (d, J=8.1 Hz, 1H), 8.25 (s, 1H), 9.82 (s, 1H)...